From a dataset of the Open Reaction Database (ORD), a public repository of structured organic reaction records. describe an organic reaction: reactants, conditions, products, and yield The reactants are CC(=O)OCCOc1ccc(-c2c(C#N)c(SCc3coc(-c4ccc(Cl)cc4)n3)nc3nc(C)[nH]c(=O)c23)cc1, Cl, [Li+], C1COCCO1, [OH-], O, O. The product is Cc1nc2nc(SCc3coc(-c4ccc(Cl)cc4)n3)c(C#N)c(-c3ccc(OCCO)cc3)c2c(=O)[nH]1. As a reaction SMILES: [C:1](=[O:2])([CH3:3])[O:4][CH2:5][CH2:6][O:7][c:8]1[cH:9][cH:10][c:11](-[c:14]2[c:15]([C:40]#[N:41])[c:16]([S:26][CH2:27][c:28]3[n:29][c:30](-[c:33]4[cH:34][cH:35][c:36]([Cl:39])[cH:37][cH:38]4)[o:31][cH:32]3)[n:17][c:18]3[n:19][c:20]([CH3:25])[nH:21][c:22](=[O:24])[c:23]23)[cH:12][cH:13]1.[ClH:44].[Li+:42].[O:46]1[CH2:47][CH2:48][O:49][CH2:50][CH2:51]1.[OH-:43].[OH2:45].[OH2:52]>>[OH:4][CH2:5][CH2:6][O:7][c:8]1[cH:9][cH:10][c:11](-[c:14]2[c:15]([C:40]#[N:41])[c:16]([S:26][CH2:27][c:28]3[n:29][c:30](-[c:33]4[cH:34][cH:35][c:36]([Cl:39])[cH:37][cH:38]4)[o:31][cH:32]3)[n:17][c:18]3[n:19][c:20]([CH3:25])[nH:21][c:22](=[O:24])[c:23]23)[cH:12][cH:13]1.